Dataset: the Open Reaction Database (ORD), a public repository of structured organic reaction records. Task: describe an organic reaction: reactants, conditions, products, and yield Reactants: C1=C(C=CC2=CC=CC=C12)S(=O)(=O)N1[C@@H](C[C@H](C1)SC(C1=CC=CC=C1)(C1=CC=CC=C1)C1=CC=CC=C1)C(=O)NN ((2S,4R)-1-(Naphthalene-2-sulfonyl)-4-tritylsulfanyl-pyrrolidine-2-carboxylic acid hydrazide), C(C1=CC=CC=C1)=O (benzaldehyde). Solvent: C(C)O (ethanol). Conditions: temperature 80 celsius. Product: C(C1=CC=CC=C1)=NNC(=O)[C@H]1N(C[C@@H](C1)SC(C1=CC=CC=C1)(C1=CC=CC=C1)C1=CC=CC=C1)S(=O)(=O)C1=CC2=CC=CC=C2C=C1 ((2S,4R)-1-(Naphthalene-2-sulfonyl)-4-tritylsulfanyl-pyrrolidine-2-carboxylic acid benzylidene-hydrazide). Yield: 79.9%. Reaction SMILES: [CH:1]1[C:10]2[C:5](=[CH:6][CH:7]=[CH:8][CH:9]=2)[CH:4]=[CH:3][C:2]=1[S:11]([N:14]1[CH2:18][C@H:17]([S:19][C:20]([C:33]2[CH:38]=[CH:37][CH:36]=[CH:35][CH:34]=2)([C:27]2[CH:32]=[CH:31][CH:30]=[CH:29][CH:28]=2)[C:21]2[CH:26]=[CH:25][CH:24]=[CH:23][CH:22]=2)[CH2:16][C@H:15]1[C:39]([NH:41][NH2:42])=[O:40])(=[O:13])=[O:12].[CH:43](=O)[C:44]1[CH:49]=[CH:48][CH:47]=[CH:46][CH:45]=1>C(O)C>[CH:43](=[N:42][NH:41][C:39]([C@@H:15]1[CH2:16][C@@H:17]([S:19][C:20]([C:27]2[CH:28]=[CH:29][CH:30]=[CH:31][CH:32]=2)([C:21]2[CH:26]=[CH:25][CH:24]=[CH:23][CH:22]=2)[C:33]2[CH:34]=[CH:35][CH:36]=[CH:37][CH:38]=2)[CH2:18][N:14]1[S:11]([C:2]1[CH:3]=[CH:4][C:5]2[C:10](=[CH:9][CH:8]=[CH:7][CH:6]=2)[CH:1]=1)(=[O:13])=[O:12])=[O:40])[C:44]1[CH:49]=[CH:48][CH:47]=[CH:46][CH:45]=1. Reported procedure: (step 10) To a suspension of 3.0 g (5.05 mmol) (2S,4R)-1-(Naphthalene-2-sulfonyl)-4-tritylsulfanyl-pyrrolidine-2-carboxylic acid hydrazide in ethanol were added 0.56 ml (5.6 mmol, 1.1 eq) benzaldehyde at RT, and the reaction mixture was heated to 80° C. for 3 h. The solvent was evaporated and the residue was purified by flash chromatography on silica gel with ethyl acetate:hexane 1:1 as eluent yielding 2.75 g (80%) (2S,4R)-1-(Naphthalene-2-sulfonyl)-4-tritylsulfanyl-pyrrolidine-2-carboxylic acid...